Dataset: the Open Reaction Database (ORD), a public repository of structured organic reaction records. Task: describe an organic reaction: reactants, conditions, products, and yield The reactants are O=C([O-])[O-], Cc1ccc([N+](=O)[O-])c(C)c1O, CS(C)=O, Clc1ncccc1-c1ccncn1, [Cs+], [Cs+], O. Product: Cc1ccc([N+](=O)[O-])c(C)c1Oc1ncccc1-c1ccncn1. RXN SMILES: [C:26](=[O:27])([O-:28])[O-:29].[CH3:1][c:2]1[c:3]([OH:12])[c:4]([CH3:11])[cH:5][cH:6][c:7]1[N+:8](=[O:9])[O-:10].[CH3:33][S:34]([CH3:35])=[O:36].[Cl:13][c:14]1[n:15][cH:16][cH:17][cH:18][c:19]1-[c:20]1[n:21][cH:22][n:23][cH:24][cH:25]1.[Cs+:30].[Cs+:31].[OH2:32]>>[CH3:1][c:2]1[c:3]([O:12][c:14]2[n:15][cH:16][cH:17][cH:18][c:19]2-[c:20]2[n:21][cH:22][n:23][cH:24][cH:25]2)[c:4]([CH3:11])[cH:5][cH:6][c:7]1[N+:8](=[O:9])[O-:10].